This data is from the Open Reaction Database (ORD), a public repository of structured organic reaction records. The task is: describe an organic reaction: reactants, conditions, products, and yield Starting materials: CCN(C(C)C)C(C)C (DIPEA), CI (methyl iodide), crude material, OC1=C(C(C(=O)O)=CC=C1)N (3-hydroxyanthranilic acid), ClC1=CC=C(C(=O)Cl)C=C1 (4-chlorobenzoyl chloride). The solvent is CN(C)C=O (DMF), C(C)(=O)OCC (ethyl acetate), Cl (HCl). Conditions: time 18 hour. Yields the product ClC1=CC=C(C=C1)C=1OC=2C(N1)=C(C=CC2)C(=O)O (2-(4-Chlorophenyl)benzoxazole-4-carboxylic acid), ClC1=CC=C(C=C1)C=1OC=2C(N1)=C(C=CC2)C(=O)OC (methyl 2-(4-chlorophenyl)benzoxazole-4-carboxylate). The yield is 30.0%. Reaction SMILES: [OH:1][C:2]1[CH:10]=[CH:9][CH:8]=[C:4]([C:5]([OH:7])=[O:6])[C:3]=1[NH2:11].[Cl:12][C:13]1[CH:21]=[CH:20][C:16]([C:17](Cl)=[O:18])=[CH:15][CH:14]=1.[CH3:22]CN(C(C)C)C(C)C.CI>CN(C=O)C.C(OCC)(=O)C.Cl>[Cl:12][C:13]1[CH:21]=[CH:20][C:16]([C:17]2[O:1][C:2]3[C:3](=[C:4]([C:5]([OH:7])=[O:6])[CH:8]=[CH:9][CH:10]=3)[N:11]=2)=[CH:15][CH:14]=1.[Cl:12][C:13]1[CH:21]=[CH:20][C:16]([C:17]2[O:18][C:2]3[C:3](=[C:4]([C:5]([O:7][CH3:22])=[O:6])[CH:8]=[CH:9][CH:10]=3)[N:11]=2)=[CH:15][CH:14]=1. Procedure details: 2-(4-Chlorophenyl)benzoxazole-4-carboxylic acid was prepared from 3-hydroxyanthranilic acid and 4-chlorobenzoyl chloride using the method described in Step A of Example 1. This crude material (2.90 g, 10.6 mmol) was directly dissolved in DMF (40 mL), DIPEA (5.46 g, 42.4 mmol) and methyl iodide (5.93 g, 42.4 mmol) added and the reaction stirred at room temperature for 18 h. After this time the reaction was diluted with ethyl acetate (100 mL) and 2 N HCl (50 mL). The organic layer was separated an... Reactants: NC1=CC2=C(CCN3C(C2=O)=CC=C3)C=C1 (9-amino-6,11-dihydro-5H-pyrrolo-[2,1-b][3]benzazepin-11-one), C=O (formaldehyde), C(#N)[BH3-].[Na+] (sodium cyano borohydride). Solvent: C(C)(=O)O (acetic acid). Run at time 15 minute. Product: CN(C1=CC2=C(CCN3C(C2=O)=CC=C3)C=C1)C (9-dimethylamino-6,11-dihydro-5H-pyrrolo [2,1-b][3]benzazepin-11one). Reaction SMILES: N[C:2]1[CH:16]=[CH:15][C:5]2[CH2:6][CH2:7][N:8]3[CH:14]=[CH:13][CH:12]=[C:9]3[C:10](=[O:11])[C:4]=2[CH:3]=1.[CH2:17]=O.[C:19]([BH3-])#[N:20].[Na+]>C(O)(=O)C>[CH3:17][N:20]([CH3:19])[C:2]1[CH:16]=[CH:15][C:5]2[CH2:6][CH2:7][N:8]3[CH:14]=[CH:13][CH:12]=[C:9]3[C:10](=[O:11])[C:4]=2[CH:3]=1 |f:2.3|. Procedure details: To a solution of 9-amino-6,11-dihydro-5H-pyrrolo-[2,1-b][3]benzazepin-11-one (2.1 g., 10 mmoles) and 4 ml. (50 mmoles) of 37% aqueous formaldehyde in 15 ml. of acetonitrite is added 1 g. (16 mmoles) of sodium cyano borohydride. A vigorous and exothermic reaction takes place and a dark residue separates. The mixture is stirred for 15 minutes and then glacial acetic acid is added dropwise until the solution tests neutral on wet pH paper. Stirring is maintained for an additional 2 hours. The volati... Starting materials: O=C([O-])[O-], BrCC1CCCCC1, [K+], [K+], CN(C)C=O, COC(=O)C1=Cc2cc(O)ccc2CCC1. Product: COC(=O)C1=Cc2cc(OCC3CCCCC3)ccc2CCC1. Reaction SMILES: [C:17](=[O:18])([O-:19])[O-:20].[CH:23]1([CH2:29][Br:30])[CH2:24][CH2:25][CH2:26][CH2:27][CH2:28]1.[K+:21].[K+:22].[O:31]=[CH:32][N:33]([CH3:34])[CH3:35].[OH:1][c:2]1[cH:3][cH:4][c:5]2[c:6]([cH:16]1)[CH:7]=[C:8]([C:12](=[O:13])[O:14][CH3:15])[CH2:9][CH2:10][CH2:11]2>>[O:1]([c:2]1[cH:3][cH:4][c:5]2[c:6]([cH:16]1)[CH:7]=[C:8]([C:12](=[O:13])[O:14][CH3:15])[CH2:9][CH2:10][CH2:11]2)[CH2:29][CH:23]1[CH2:24][CH2:25][CH2:26][CH2:27][CH2:28]1. Yields the product C(C1=CC=CC=C1)NC=1SC(=CN1)CNC=1SC=C(N1)C1=CC=C(C=C1)Cl (N-Benzyl-5-((4-(4-chlorophenyl)thiazol-2-ylamino)methyl)thiazol-2-amine). As a reaction SMILES: [Cl:1][C:2]1[CH:7]=[CH:6][C:5]([C:8]2[N:9]=[C:10]([NH2:13])[S:11][CH:12]=2)=[CH:4][CH:3]=1.Br[C:15]1[S:16][C:17]([C:20](O)=O)=[CH:18][N:19]=1>>[CH2:8]([NH:9][C:15]1[S:16][C:17]([CH2:20][NH:13][C:10]2[S:11][CH:12]=[C:8]([C:5]3[CH:4]=[CH:3][C:2]([Cl:1])=[CH:7][CH:6]=3)[N:9]=2)=[CH:18][N:19]=1)[C:5]1[CH:6]=[CH:7][CH:2]=[CH:3][CH:4]=1. Reported procedure: Compound 2ak was prepared as described for 2 h starting from 4-(4-chlorophenyl)thiazol-2-amine and 2-bromothiazole-5-carboxylic acid (31 mg, 49%). Mp. 105-106° C. Conditions: time 2 hour. The reactants are ClC1=CC=C(C=C1)C=1N=C(SC1)N (4-(4-chlorophenyl)thiazol-2-amine), BrC=1SC(=CN1)C(=O)O (2-bromothiazole-5-carboxylic acid). Starting materials: BrCC(=O)C=1C(=NOC1C1=CC=C(C=C1)Br)C (2-bromo-1-[5-(4-bromo-phenyl)-3-methyl-isoxazol-4-yl]-ethanone), CC(C)(C)S (2-methyl-propane-2-thiol). Product: BrC1=CC=C(C=C1)C1=C(C(=NO1)C)C(CSC(C)(C)C)=O (1-[5-(4-Bromo-phenyl)-3-methyl-isoxazol-4-yl]-2-tert-butylsulfanyl-ethanone). RXN SMILES: Br[CH2:2][C:3]([C:5]1[C:6]([CH3:17])=[N:7][O:8][C:9]=1[C:10]1[CH:15]=[CH:14][C:13]([Br:16])=[CH:12][CH:11]=1)=[O:4].[CH3:18][C:19]([SH:22])([CH3:21])[CH3:20]>>[Br:16][C:13]1[CH:14]=[CH:15][C:10]([C:9]2[O:8][N:7]=[C:6]([CH3:17])[C:5]=2[C:3](=[O:4])[CH2:2][S:22][C:19]([CH3:21])([CH3:20])[CH3:18])=[CH:11][CH:12]=1. Procedure details: Prepared according to the procedure described in Example 3, Step 7, using 2-bromo-1-[5-(4-bromo-phenyl)-3-methyl-isoxazol-4-yl]-ethanone and 2-methyl-propane-2-thiol. Reactants: C1CCOC1, Cc1cc(F)ccc1-c1nc(S(C)(=O)=O)nc2c1ccc(=O)n2-c1ccccc1F, CC(C)(N)CO. Product: Cc1cc(F)ccc1-c1nc(NC(C)(C)CO)nc2c1ccc(=O)n2-c1ccccc1F. As a reaction SMILES: [CH2:37]1[O:38][CH2:39][CH2:40][CH2:41]1.[F:1][c:2]1[cH:3][c:4]([CH3:30])[c:5](-[c:8]2[c:9]3[c:10]([n:11][c:12]([S:14]([CH3:15])(=[O:16])=[O:17])[n:13]2)[n:18](-[c:23]2[c:24]([F:29])[cH:25][cH:26][cH:27][cH:28]2)[c:19](=[O:22])[cH:20][cH:21]3)[cH:6][cH:7]1.[NH2:31][C:32]([CH2:33][OH:34])([CH3:35])[CH3:36]>>[F:1][c:2]1[cH:3][c:4]([CH3:30])[c:5](-[c:8]2[c:9]3[c:10]([n:11][c:12]([NH:31][C:32]([CH2:33][OH:34])([CH3:35])[CH3:36])[n:13]2)[n:18](-[c:23]2[c:24]([F:29])[cH:25][cH:26][cH:27][cH:28]2)[c:19](=[O:22])[cH:20][cH:21]3)[cH:6][cH:7]1. Starting materials: C(=O)(O)C1=NC=C([N+](=C1)[O-])C (2-Carboxy-5-methylpyrazine 4-oxide), C(O)CN (ethanolamine). The solvent is CO (methanol). Product: C(O)CN.C(=O)(O)C1=NC=C([N+](=C1)[O-])C (2-carboxy-5-methylpyrazine 4-oxide ethanolamine salt). Yield: 120.3%. As a reaction SMILES: [C:1]([C:4]1[CH:9]=[N+:8]([O-:10])[C:7]([CH3:11])=[CH:6][N:5]=1)([OH:3])=[O:2].C(CN)O>CO>[CH2:1]([CH2:4][NH2:5])[OH:2].[C:1]([C:4]1[CH:9]=[N+:8]([O-:10])[C:7]([CH3:11])=[CH:6][N:5]=1)([OH:3])=[O:2] |f:3.4|. Reported procedure: 2-Carboxy-5-methylpyrazine 4-oxide (2.5 g) was added to methanol (60 ml) and ethanolamine (1.1 ml). The mixture was refluxed for 20 minutes, then cooled and filtered to obtain 2-carboxy-5-methylpyrazine 4-oxide ethanolamine salt (2.1 g), m.p. 177°-180° C, after crystallisation from methanol. Reactants: [BH4-].[Na+] (sodium borohydride), N1C(=NC=C1)C=O (2-imidazole carboxaldehyde), C(OC)(OC)OC (trimethyl orthoformate), NCC=1C=C2CC(C(C2=CC1)OC)CCCCN(CCC)CCC ([4-(5-aminomethyl-1-methoxyindan-2-yl)-butyl]-dipropylamine). The solvent is CO (methanol), O (water). Run at time 1 hour. Product: N1C(=NC=C1)CNCC=1C=C2CC(C(C2=CC1)OC)CCCCN(CCC)CCC ([4-(5-{[(imidazol-2-ylmethyl)-amino]-methyl}-1-methoxyindan-2-yl)-butyl]-dipropylamine). Yield: 98.1%. As a reaction SMILES: [NH2:1][CH2:2][C:3]1[CH:4]=[C:5]2[C:9](=[CH:10][CH:11]=1)[CH:8]([O:12][CH3:13])[CH:7]([CH2:14][CH2:15][CH2:16][CH2:17][N:18]([CH2:22][CH2:23][CH3:24])[CH2:19][CH2:20][CH3:21])[CH2:6]2.[NH:25]1[CH:29]=[CH:28][N:27]=[C:26]1[CH:30]=O.C(OC)(OC)OC.[BH4-].[Na+]>CO.O>[NH:25]1[CH:29]=[CH:28][N:27]=[C:26]1[CH2:30][NH:1][CH2:2][C:3]1[CH:4]=[C:5]2[C:9](=[CH:10][CH:11]=1)[CH:8]([O:12][CH3:13])[CH:7]([CH2:14][CH2:15][CH2:16][CH2:17][N:18]([CH2:22][CH2:23][CH3:24])[CH2:19][CH2:20][CH3:21])[CH2:6]2 |f:3.4|. Procedure details: The compound (45.0 mg) obtained in Example 127-13 was dissolved in methanol (2.25 ml) and added with 2-imidazole carboxaldehyde (19.5 mg) and trimethyl orthoformate (43.1 mg), followed by stirring at room temperature for 1 hour. Under ice-cooling, sodium borohydride (15.4 mg) was added to the solution, and the whole was stirred at room temperature for 30 minutes. The reaction solution was added with water and then subjected to separation/extraction with chloroform. The extract was washed with sa... The product is BrC1=CC(N(C=C1OC)C(C(=O)NC1=CC=C(C(=O)OC(C)(C)C)C=C1)C)=O (tert-Butyl 4-{[2-(4-bromo-5-methoxy-2-oxopyridin-1(2H)-yl)propanoyl]amino}benzoate). Starting materials: BrC1=CC(N(C=C1OC)C(C(=O)O)C)=O (2-(4-bromo-5-methoxy-2-oxopyridin-1(2H)-yl)propanoic acid), NC1=CC=C(C(=O)OC(C)(C)C)C=C1 (tert-butyl 4-aminobenzoate). RXN SMILES: [Br:1][C:2]1[C:7]([O:8][CH3:9])=[CH:6][N:5]([CH:10]([CH3:14])[C:11]([OH:13])=O)[C:4](=[O:15])[CH:3]=1.[NH2:16][C:17]1[CH:29]=[CH:28][C:20]([C:21]([O:23][C:24]([CH3:27])([CH3:26])[CH3:25])=[O:22])=[CH:19][CH:18]=1>>[Br:1][C:2]1[C:7]([O:8][CH3:9])=[CH:6][N:5]([CH:10]([CH3:14])[C:11]([NH:16][C:17]2[CH:29]=[CH:28][C:20]([C:21]([O:23][C:24]([CH3:25])([CH3:26])[CH3:27])=[O:22])=[CH:19][CH:18]=2)=[O:13])[C:4](=[O:15])[CH:3]=1. Procedure: 571 mg (2.01 mmol) of 2-(4-bromo-5-methoxy-2-oxopyridin-1(2H)-yl)propanoic acid (racemate) and 426 mg (2.21 mmol, 1.1 eq.) of tert-butyl 4-aminobenzoate were reacted according to General Method 5A. Yield: 562 mg (61% of theory) Reactants: C(C)(=O)OCC (ethyl acetate), C1(=CC=CC=C1)CC(=O)C=1NC=CC1 (2-Phenylacetylpyrrole), [H-].[Al+3].[Li+].[H-].[H-].[H-] (lithium aluminum hydride). Solvent: O1CCCC1 (tetrahydrofuran), O1CCCC1 (tetrahydrofuran). The product is C(CC1=CC=CC=C1)C=1NC=CC1 (2-[Phenethyl]Pyrrole). RXN SMILES: [C:1]1([CH2:7][C:8]([C:10]2[NH:11][CH:12]=[CH:13][CH:14]=2)=O)[CH:6]=[CH:5][CH:4]=[CH:3][CH:2]=1.[H-].[Al+3].[Li+].[H-].[H-].[H-].C(OCC)(=O)C>O1CCCC1>[CH2:8]([C:10]1[NH:11][CH:12]=[CH:13][CH:14]=1)[CH2:7][C:1]1[CH:6]=[CH:5][CH:4]=[CH:3][CH:2]=1 |f:1.2.3.4.5.6|. Procedure: A solution of 6.00 g (0.032 mole) of the 2-phenylacetylpyrrole (III) in 200 ml of anhydrous tetrahydrofuran was added to a suspension of 600 g (0.153 mole) of lithium aluminum hydride in dry tetrahydrofuran. The mixture was stirred at reflux temperature for 48 h. The mixture was cooled to 0°, ethyl acetate was cautiously added to destroy the excess hydride and then saturated aqueous sodium sulfate was added. The organic phase was decanted, dried over sodium sulfate and evaporated in vacuo. The r...